Dataset: the Open Reaction Database (ORD), a public repository of structured organic reaction records. Task: describe an organic reaction: reactants, conditions, products, and yield Product: [N-]=[N+]=NCCCC(=O)c1ccccc1. RXN SMILES: [CH3:22][N:23]([CH3:24])[CH:25]=[O:26].[Cl:1][CH2:2][CH2:3][CH2:4][C:5](=[O:6])[c:7]1[cH:8][cH:9][cH:10][cH:11][cH:12]1.[N-:14]=[N+:15]=[N-:16].[Na+:13].[Na+:17].[OH:18][C:19](=[O:20])[O-:21]>>[CH2:2]([CH2:3][CH2:4][C:5](=[O:6])[c:7]1[cH:8][cH:9][cH:10][cH:11][cH:12]1)[N:14]=[N+:15]=[N-:16]. The reactants are CN(C)C=O, O=C(CCCCl)c1ccccc1, [N-]=[N+]=[N-], [Na+], [Na+], O=C([O-])O. Starting materials: [OH-].[Na+] (sodium hydroxide), CN1CCN(CC1)C1=NC(=CC2=CC=CC=C12)C1=CC=C(C=C1)OCC(=O)OCC (1-(1-Methylpiperazin-4-yl)-3-[4-(ethoxycarbonylmethoxy)phenyl]isoquinoline), [H-].[Al+3].[Li+].[H-].[H-].[H-] (lithium aluminium hydride), O (water), O (water). Run in C(C)(=O)OCC (ethyl acetate), O1CCCC1 (tetrahydrofuran). Run at time 5 minute. Yields the product CN1CCN(CC1)C1=NC(=CC2=CC=CC=C12)C1=CC=C(C=C1)O (1-(1-Methylpiperazin-4-yl)-3-(4-hydroxyphenyl)isoquinoline). Isolated yield 41.7%. RXN SMILES: [CH3:1][N:2]1[CH2:7][CH2:6][N:5]([C:8]2[C:17]3[C:12](=[CH:13][CH:14]=[CH:15][CH:16]=3)[CH:11]=[C:10]([C:18]3[CH:23]=[CH:22][C:21]([O:24]CC(OCC)=O)=[CH:20][CH:19]=3)[N:9]=2)[CH2:4][CH2:3]1.[H-].[Al+3].[Li+].[H-].[H-].[H-].O.[OH-].[Na+]>O1CCCC1.C(OCC)(=O)C>[CH3:1][N:2]1[CH2:7][CH2:6][N:5]([C:8]2[C:17]3[C:12](=[CH:13][CH:14]=[CH:15][CH:16]=3)[CH:11]=[C:10]([C:18]3[CH:23]=[CH:22][C:21]([OH:24])=[CH:20][CH:19]=3)[N:9]=2)[CH2:4][CH2:3]1 |f:1.2.3.4.5.6,8.9|. Procedure details: 1-(1-Methylpiperazin-4-yl)-3-[4-(ethoxycarbonylmethoxy)phenyl]isoquinoline (320 mg) was dissolved in tetrahydrofuran (5 ml), to which was added lithium aluminium hydride (16 mg) under ice-cooling, followed by stirring for 5 min. To the resulting reaction mixture were then added water (16 ml), 5N sodium hydroxide (16 ml) and water (48 ml) in this order. After diluting with ethyl acetate, it was filtered through Celite and evaporated. The resulting residue was purified by silica gel column chromat... The reactants are intermediate 9, CSCCOC(C(=O)O)C (2-(2-(methylthio)ethoxy)propanoic acid), C(C(=O)Cl)(=O)Cl (oxalyl chloride). Run in CO (methanol). Product: CSCCOC(C(=O)OC)C (Methyl 2-(2-(methylthio)ethoxy)propanoate). Isolated yield 96.0%. RXN SMILES: [CH3:1][S:2][CH2:3][CH2:4][O:5][CH:6]([CH3:10])[C:7]([OH:9])=[O:8].[C:11](Cl)(=O)C(Cl)=O>CO>[CH3:1][S:2][CH2:3][CH2:4][O:5][CH:6]([CH3:10])[C:7]([O:9][CH3:11])=[O:8]. Procedure details: Reaction of intermediate 9, 2-(2-(methylthio)ethoxy)propanoic acid, (13.70 g, 0.083 mol) with oxalyl chloride followed by reaction with methanol gave 14.27 g (96% yield) of the title ester as a clear oil; bp 55–60° C./0.3 torr (bulb to bulb distillation, air bath temperature). 1HNMR 400 MHz (CDCl3) δ ppm: 1.42 (3H, d, J=7.0 Hz, CH3), 2.15 (3H, s, SCH3), 2.71 (2H, t, J=6.8 Hz, CH2), 3.56 (1H, m, CH), 3.75 (3H, s, OCH3), 3.78 (1H, m, CH), 4.15 (1H, q, J=7.0 Hz, OCH).